This data is from the Open Reaction Database (ORD), a public repository of structured organic reaction records. The task is: describe an organic reaction: reactants, conditions, products, and yield Starting materials: OCC=1C=C(OCCCN2C(C=3C(C2=O)=CC=CC3)=O)C=CC1 (N-[3-(3-hydroxymethylphenoxy)propyl]phthalimide), O.NN (hydrazine hydrate). The solvent is CO (methanol). Product: OCC=1C=C(OCCCN)C=CC1 (3-(3-hydroxymethylphenoxy)propylamine). The yield is 52.1%. RXN SMILES: [OH:1][CH2:2][C:3]1[CH:4]=[C:5]([CH:21]=[CH:22][CH:23]=1)[O:6][CH2:7][CH2:8][CH2:9][N:10]1C(=O)C2=CC=CC=C2C1=O.O.NN>CO>[OH:1][CH2:2][C:3]1[CH:4]=[C:5]([CH:21]=[CH:22][CH:23]=1)[O:6][CH2:7][CH2:8][CH2:9][NH2:10] |f:1.2|. Procedure details: N-[3-(3-hydroxymethylphenoxy)propyl]phthalimide (16 g) was dissolved in 300 ml of methanol, and 5 g of hydrazine hydrate was added. The mixture was refluxed for 5 hours, and after cooling, the insoluble matter was removed by filtration. The filtrate was concentrated to give 4.85 g (yield 52.1%) of 3-(3-hydroxymethylphenoxy)propylamine. Reactants: C1CCOC1, COC(=O)C(CC(C)C)NC(=O)OCc1ccccn1, CI, CCOC(C)=O, [H-], [Na+], O. Product: COC(=O)C(CC(C)C)N(C)C(=O)OCc1ccccn1. Reaction SMILES: [CH2:31]1[O:32][CH2:33][CH2:34][CH2:35]1.[CH3:1][O:2][C:3]([CH:4]([NH:5][C:6](=[O:7])[O:8][CH2:9][c:10]1[n:11][cH:12][cH:13][cH:14][cH:15]1)[CH2:16][CH:17]([CH3:18])[CH3:19])=[O:20].[CH3:21][I:22].[CH3:25][CH2:26][O:27][C:28](=[O:29])[CH3:30].[H-:23].[Na+:24].[OH2:36]>>[CH3:1][O:2][C:3]([CH:4]([N:5]([C:6](=[O:7])[O:8][CH2:9][c:10]1[n:11][cH:12][cH:13][cH:14][cH:15]1)[CH3:25])[CH2:16][CH:17]([CH3:18])[CH3:19])=[O:20]. Yields the product C(CC1=CC=CC=C1)NCC1=CC=C(OC2=CC=C(C=N2)C(=O)N2CCCCC2)C=C1 ({6-[4-(Phenethylamino-methyl)-phenoxy]-pyridin-3-yl}-piperidin-1-yl-methanone). Yield: 82.7%. The reactants are N1(CCCCC1)C(=O)C=1C=CC(=NC1)OC1=CC=C(C=O)C=C1 (4-[5-(Piperidine-1-carbonyl)-pyridin-2-yloxy]-benzaldehyde), [BH4-].[Na+] (NaBH4), COC(OC)OC (Trimethylorthoformate), C(CC1=CC=CC=C1)N (Phenethylamine). Solvent: CO (MeOH). RXN SMILES: [N:1]1([C:7]([C:9]2[CH:10]=[CH:11][C:12]([O:15][C:16]3[CH:23]=[CH:22][C:19]([CH:20]=O)=[CH:18][CH:17]=3)=[N:13][CH:14]=2)=[O:8])[CH2:6][CH2:5][CH2:4][CH2:3][CH2:2]1.COC(OC)OC.[CH2:31]([NH2:39])[CH2:32][C:33]1[CH:38]=[CH:37][CH:36]=[CH:35][CH:34]=1.[BH4-].[Na+]>CO>[CH2:31]([NH:39][CH2:20][C:19]1[CH:22]=[CH:23][C:16]([O:15][C:12]2[N:13]=[CH:14][C:9]([C:7]([N:1]3[CH2:6][CH2:5][CH2:4][CH2:3][CH2:2]3)=[O:8])=[CH:10][CH:11]=2)=[CH:17][CH:18]=1)[CH2:32][C:33]1[CH:38]=[CH:37][CH:36]=[CH:35][CH:34]=1 |f:3.4|. Procedure details: Combine 4-[5-(Piperidine-1-carbonyl)-pyridin-2-yloxy]-benzaldehyde (72.0 mg, 0.23 mmol), MeOH (2.3 mL), Trimethylorthoformate (1.6 mL), and Phenethylamine (26 uL, 0.21 mmol). After the reaction stirs for 72 hours at room temperature under a Nitrogen atmosphere, add NaBH4 (10.5 mg, 0.28 mmol). After 5 hours, concentrate the reaction under reduced pressure and add the mixture to a 2 g SCX column. Wash with MeOH and then 1N NH3MeOH to afford 72.2 mg (75% yield) of the title compound: 1H NMR (500 MH... Run at time 72 hour. The reactants are CCOC(C)=O, Cc1sc(NC(=O)COCC(=O)N2CCN(C(c3ccccc3)c3ccccc3)CC2)c(C(=O)OC(C)(C)C)c1-c1ccccc1, [Na+], [OH-]. Yields the product Cc1sc(NC(=O)COCC(=O)N2CCN(C(c3ccccc3)c3ccccc3)CC2)c(C(=O)[O-])c1-c1ccccc1, [Na+]. As a reaction SMILES: [CH3:49][CH2:50][O:51][C:52](=[O:53])[CH3:54].[CH:1]([c:2]1[cH:3][cH:4][cH:5][cH:6][cH:7]1)([c:8]1[cH:9][cH:10][cH:11][cH:12][cH:13]1)[N:14]1[CH2:15][CH2:16][N:17]([C:20]([CH2:21][O:22][CH2:23][C:24](=[O:25])[NH:26][c:27]2[s:28][c:29]([CH3:45])[c:30](-[c:39]3[cH:40][cH:41][cH:42][cH:43][cH:44]3)[c:31]2[C:32](=[O:33])[O:34][C:35]([CH3:36])([CH3:37])[CH3:38])=[O:46])[CH2:18][CH2:19]1.[Na+:48].[OH-:47]>>[CH:1]([c:2]1[cH:3][cH:4][cH:5][cH:6][cH:7]1)([c:8]1[cH:9][cH:10][cH:11][cH:12][cH:13]1)[N:14]1[CH2:15][CH2:16][N:17]([C:20]([CH2:21][O:22][CH2:23][C:24](=[O:25])[NH:26][c:27]2[s:28][c:29]([CH3:45])[c:30](-[c:39]3[cH:40][cH:41][cH:42][cH:43][cH:44]3)[c:31]2[C:32](=[O:33])[O-:34])=[O:46])[CH2:18][CH2:19]1.[Na+:48]. Starting materials: ClCCl, COc1cc2c(Oc3ccc(Cl)cc3F)ncnc2cc1O, O=S(=O)(OS(=O)(=O)C(F)(F)F)C(F)(F)F, c1ccncc1. Product: COc1cc2c(Oc3ccc(Cl)cc3F)ncnc2cc1OS(=O)(=O)C(F)(F)F. RXN SMILES: [CH2:44]([Cl:45])[Cl:46].[Cl:16][c:17]1[cH:18][c:19]([F:37])[c:20]([O:21][c:22]2[n:23][cH:24][n:25][c:26]3[cH:27][c:28]([OH:34])[c:29]([O:32][CH3:33])[cH:30][c:31]23)[cH:35][cH:36]1.[F:1][C:2]([S:3](=[O:4])(=[O:5])[O:8][S:9](=[O:10])(=[O:11])[C:12]([F:13])([F:14])[F:15])([F:6])[F:7].[cH:38]1[cH:39][cH:40][n:41][cH:42][cH:43]1>>[O:8]([S:9](=[O:10])(=[O:11])[C:12]([F:13])([F:14])[F:15])[c:28]1[cH:27][c:26]2[n:25][cH:24][n:23][c:22]([O:21][c:20]3[c:19]([F:37])[cH:18][c:17]([Cl:16])[cH:36][cH:35]3)[c:31]2[cH:30][c:29]1[O:32][CH3:33]. Reactants: CC(C)(C)OC(=O)N1CCNCC1, O=C([O-])[O-], CC(C)O, CC(CBr)c1ccc(F)cc1, [I-], [K+], [K+], [Na+]. The product is CC(CN1CCNCC1)c1ccc(F)cc1. As a reaction SMILES: [C:12]([O:13][C:14]([CH3:15])([CH3:16])[CH3:17])(=[O:18])[N:19]1[CH2:20][CH2:21][NH:22][CH2:23][CH2:24]1.[C:25](=[O:26])([O-:27])[O-:28].[CH:33]([OH:34])([CH3:35])[CH3:36].[F:1][c:2]1[cH:3][cH:4][c:5]([CH:8]([CH2:9][Br:10])[CH3:11])[cH:6][cH:7]1.[I-:32].[K+:29].[K+:30].[Na+:31]>>[F:1][c:2]1[cH:3][cH:4][c:5]([CH:8]([CH2:9][N:19]2[CH2:20][CH2:21][NH:22][CH2:23][CH2:24]2)[CH3:11])[cH:6][cH:7]1. The reactants are C([O-])([O-])=O.[K+].[K+] (potassium carbonate), ClCC1=CC=C(C=C1)C (α-chloro-p-xylene), OC1=CC=C(C=O)C=C1 (p-hydroxybenzaldehyde). The solvent is C(C)C(=O)C (methyl ethyl ketone). Product: CC1=CC=C(COC2=CC=C(C=O)C=C2)C=C1 (4-(4-methylbenzyloxy)benzaldehyde). Isolated yield 52.8%. Reaction SMILES: [OH:1][C:2]1[CH:9]=[CH:8][C:5]([CH:6]=[O:7])=[CH:4][CH:3]=1.C(=O)([O-])[O-].[K+].[K+].Cl[CH2:17][C:18]1[CH:23]=[CH:22][C:21]([CH3:24])=[CH:20][CH:19]=1>C(C(C)=O)C>[CH3:17][C:18]1[CH:23]=[CH:22][C:21]([CH2:24][O:1][C:2]2[CH:9]=[CH:8][C:5]([CH:6]=[O:7])=[CH:4][CH:3]=2)=[CH:20][CH:19]=1 |f:1.2.3|. Reported procedure: 18.3 g of p-hydroxybenzaldehyde is dissolved in 200 ml of methyl ethyl ketone, and then 22.8 g of potassium carbonate and 23.2 g of α-chloro-p-xylene are added thereto. The resulting mixture is refluxed for 10 hours in a stream of nitrogen. Insoluble substances produced are removed by filtration, and then the solvent is distilled away. The resulting residue is distilled under reduced pressure to obtain 17.9 g of 4-(4-methylbenzyloxy)benzaldehyde in the form of white crystal. Reactants: C(C1=CC=CC=C1)(C1=CC=CC=C1)OC(=O)C=1N2C([C@H](C2SCC1SC1=CN=NS1)NC(C(=NOC(C1=CC=CC=C1)(C1=CC=CC=C1)C1=CC=CC=C1)C=1N=C(SC1Cl)N)=O)=O ((7R)-7-[2-(2-amino-5-chlorothiazol-4-yl)-2-trityloxyiminoacetylamino]-8-oxo-3-([1,2,3]thiadiazol-5-ylsulfanyl)-5-thia-1-aza-bicyclo[4.2.0]oct-2-ene-2-carboxylic acid benzhydryl ester), C(C)[SiH](CC)CC (triethylsilane), FC(C(=O)O)(F)F (trifluoroacetic acid). The solvent is ClCCl (dichloromethane). Product: NC=1SC(=C(N1)C(C(=O)N[C@H]1C2SCC(=C(N2C1=O)C(=O)O)SC1=CN=NS1)=NO)Cl ((7R)-7-[2-(2-Amino-5-chlorothiazol-4-yl)-2-hydroxyiminoacetylamino]-8-oxo-3-([1,2,3]thiadiazol-5-ylsulfanyl)-5-thia-1-aza-bicyclo[4.2.0]oct-2-ene-2-carboxylic acid). RXN SMILES: C([O:14][C:15]([C:17]1[N:18]2[CH:21]([S:22][CH2:23][C:24]=1[S:25][C:26]1[S:30][N:29]=[N:28][CH:27]=1)[C@H:20]([NH:31][C:32](=[O:62])[C:33]([C:55]1[N:56]=[C:57]([NH2:61])[S:58][C:59]=1[Cl:60])=[N:34][O:35]C(C1C=CC=CC=1)(C1C=CC=CC=1)C1C=CC=CC=1)[C:19]2=[O:63])=[O:16])(C1C=CC=CC=1)C1C=CC=CC=1.C([SiH](CC)CC)C.FC(F)(F)C(O)=O>ClCCl>[NH2:61][C:57]1[S:58][C:59]([Cl:60])=[C:55]([C:33](=[N:34][OH:35])[C:32]([NH:31][C@@H:20]2[C:19](=[O:63])[N:18]3[CH:21]2[S:22][CH2:23][C:24]([S:25][C:26]2[S:30][N:29]=[N:28][CH:27]=2)=[C:17]3[C:15]([OH:16])=[O:14])=[O:62])[N:56]=1. Reported procedure: To a solution of (7R)-7-[2-(2-amino-5-chlorothiazol-4-yl)-2-trityloxyiminoacetylamino]-8-oxo-3-([1,2,3]thiadiazol-5-ylsulfanyl)-5-thia-1-aza-bicyclo[4.2.0]oct-2-ene-2-carboxylic acid benzhydryl ester (570 mg, 0.61 mmol) in dichloromethane (5 mL) was added triethylsilane (2.5 mL) followed by addition of trifluoroacetic acid (5 mL). After 30 min at 0° C. the reaction mixture was concentrated under vacuum and disopropyl ether was added to the oily residue. The title compound precipitated and was fi... The reactants are ClC=1C=CC(=C(C1)O)\C(=C(/C(C)(C)O)\F)\C1=CC=C(C=C1)F (5-chloro-2-[(1E)-2-fluoro-1-(4-fluorophenyl)-3-hydroxy-3-methylbut-1-ene-1-yl]phenol), Cl (hydrochloric acid). The product is ClC1=CC=C2C(=C(C(OC2=C1)(C)C)F)C1=CC=C(C=C1)F (7-chloro-3-fluoro-4-(4-fluorophenyl)-2,2-dimethyl-2H-chromen). As a reaction SMILES: [Cl:1][C:2]1[CH:3]=[CH:4][C:5](/[C:9](/[C:16]2[CH:21]=[CH:20][C:19]([F:22])=[CH:18][CH:17]=2)=[C:10](/[F:15])\[C:11](O)([CH3:13])[CH3:12])=[C:6]([OH:8])[CH:7]=1.Cl>>[Cl:1][C:2]1[CH:7]=[C:6]2[C:5]([C:9]([C:16]3[CH:21]=[CH:20][C:19]([F:22])=[CH:18][CH:17]=3)=[C:10]([F:15])[C:11]([CH3:13])([CH3:12])[O:8]2)=[CH:4][CH:3]=1. Reported procedure: The compound obtained in (4) described above (314 mg) and concentrated hydrochloric acid (4 mL) were treated in the same manner as Reference Example 5(3) to give the titled compound (132 mg) as a colorless powder. Reactants: O=S(=O)(Cl)c1ccc(Br)cc1, CC(C)(C)OC(=O)NC(CCCCNC(=O)OCC1c2ccccc2-c2ccccc21)C(=O)O, ClCCl, O=C(O)C(F)(F)F, O=C([O-])C(F)(F)F. Product: O=C(NCCCCC(NS(=O)(=O)c1ccc(Br)cc1)C(=O)O)OCC1c2ccccc2-c2ccccc21. RXN SMILES: [Br:52][c:53]1[cH:54][cH:55][c:56]([S:59](=[O:60])(=[O:61])[Cl:62])[cH:57][cH:58]1.[C:1]([O:2][C:3](=[O:4])[NH:8][CH:9]([CH2:10][CH2:11][CH2:12][CH2:13][NH:14][C:15](=[O:16])[O:17][CH2:18][CH:19]1[c:20]2[cH:21][cH:22][cH:23][cH:24][c:25]2-[c:26]2[cH:27][cH:28][cH:29][cH:30][c:31]21)[C:32](=[O:33])[OH:34])([CH3:5])([CH3:6])[CH3:7].[Cl:42][CH2:43][Cl:44].[F:35][C:36]([F:37])([F:38])[C:39]([OH:40])=[O:41].[O-:45][C:46]([C:47]([F:48])([F:49])[F:50])=[O:51]>>[NH:8]([CH:9]([CH2:10][CH2:11][CH2:12][CH2:13][NH:14][C:15](=[O:16])[O:17][CH2:18][CH:19]1[c:20]2[cH:21][cH:22][cH:23][cH:24][c:25]2-[c:26]2[cH:27][cH:28][cH:29][cH:30][c:31]21)[C:32](=[O:33])[OH:34])[S:59]([c:56]1[cH:55][cH:54][c:53]([Br:52])[cH:58][cH:57]1)(=[O:60])=[O:61].